From a dataset of the Open Reaction Database (ORD), a public repository of structured organic reaction records. describe an organic reaction: reactants, conditions, products, and yield Reactants: [BH3-]C#N, Cc1nnc(N)[nH]1, CC(=O)O, COC1CCCCC1=O, [Na+], O. The product is COC1CCCCC1Nc1nnc(C)[nH]1. Reaction SMILES: [C:17]([BH3-:18])#[N:19].[CH3:1][c:2]1[nH:3][c:4]([NH2:7])[n:5][n:6]1.[CH3:22][C:23](=[O:24])[OH:25].[CH3:8][O:9][CH:10]1[C:11](=[O:16])[CH2:12][CH2:13][CH2:14][CH2:15]1.[Na+:20].[OH2:21]>>[CH3:1][c:2]1[nH:3][c:4]([NH:7][CH:11]2[CH:10]([O:9][CH3:8])[CH2:15][CH2:14][CH2:13][CH2:12]2)[n:5][n:6]1.